From a dataset of the Open Reaction Database (ORD), a public repository of structured organic reaction records. describe an organic reaction: reactants, conditions, products, and yield The reactants are TEA, ClC1=CC(=CN=N1)N[C@@H]1[C@@H](CCCC1)C(=O)O ((Cis)-2-[(6-chloropyridazin-4-yl)amino]cyclohexanecarboxylic acid), C=1C=CC2=C(C1)N=NN2O (HOBT), C(CCl)Cl (EDC), Cl.FC(CN)(F)F (trifluoroethyl amine hydrochloride). Solvent: ClCCl (dichloromethane), C(Cl)Cl (DCM). Run at time 17 hour. Product: ClC1=CC(=CN=N1)N[C@@H]1[C@@H](CCCC1)C(=O)NCC(F)(F)F ((Cis)-2-[(6chloropyridazin-4-yl)amino]-N-(2,2,2-trifluoroethyl)cyclohexanecarboxamide). Reaction SMILES: [Cl:1][C:2]1[N:7]=[N:6][CH:5]=[C:4]([NH:8][C@H:9]2[CH2:14][CH2:13][CH2:12][CH2:11][C@H:10]2[C:15]([OH:17])=O)[CH:3]=1.C1C=CC2N(O)N=NC=2C=1.C(Cl)CCl.Cl.[F:33][C:34]([F:38])([F:37])[CH2:35][NH2:36]>ClCCl>[Cl:1][C:2]1[N:7]=[N:6][CH:5]=[C:4]([NH:8][C@H:9]2[CH2:14][CH2:13][CH2:12][CH2:11][C@H:10]2[C:15]([NH:36][CH2:35][C:34]([F:38])([F:37])[F:33])=[O:17])[CH:3]=1 |f:3.4|. Procedure details: (Cis)-2-[(6-chloropyridazin-4-yl)amino]cyclohexanecarboxylic acid I-22b (2.2 g, 8.60 mmol), HOBT (2.64 g, 17.21 mmol), EDC (3.30 g, 17.21 mmol) and trifluoroethyl amine hydrochloride (2.332 g, 17.21 mmol) were added to DCM (30.0 ml) followed by the addition of TEA (6.00 ml, 43.0 mmol). The slurry was allowed to stir at RT for 17 hr. The reaction was diluted with dichloromethane washed with sat. sodium bicarb., brine dried with sodium sulfate and concentrated to an oil. Purification on Biotage No... Reactants: COC(=O)C1CN(c2ccc3c(c2)OC(F)(F)C(=O)N3C)C(=O)O1, CN, CO. Yields the product CNC(=O)C1CN(c2ccc3c(c2)OC(F)(F)C(=O)N3C)C(=O)O1. As a reaction SMILES: [CH3:1][O:2][C:3](=[O:4])[CH:5]1[CH2:6][N:7]([c:11]2[cH:12][c:13]3[c:14]([cH:23][cH:24]2)[N:15]([CH3:22])[C:16](=[O:21])[C:17]([F:19])([F:20])[O:18]3)[C:8](=[O:10])[O:9]1.[CH3:25][NH2:26].[CH3:27][OH:28]>>[O:2]=[C:3]([CH:5]1[CH2:6][N:7]([c:11]2[cH:12][c:13]3[c:14]([cH:23][cH:24]2)[N:15]([CH3:22])[C:16](=[O:21])[C:17]([F:19])([F:20])[O:18]3)[C:8](=[O:10])[O:9]1)[NH:26][CH3:25]. Reactants: FC(C(=O)OCC)(C(F)(F)F)F (ethyl perfluoropropionate), C[Si]([O-])(C)C.[K+] (potassium trimethylsilanolate). Solvent: CCOCC (ether). Yields the product FC(C(=O)[O-])(C(F)(F)F)F.[K+] (Potassium perfluoropropionate). The yield is 93.0%. RXN SMILES: [F:1][C:2]([F:12])([C:8]([F:11])([F:10])[F:9])[C:3]([O:5]CC)=[O:4].C[Si](C)(C)[O-].[K+:18]>CCOCC>[F:1][C:2]([F:12])([C:8]([F:11])([F:10])[F:9])[C:3]([O-:5])=[O:4].[K+:18] |f:1.2,4.5|. Reported procedure: The procedure of Example 1 was followed using ethyl perfluoropropionate (4.8 g, 25 mmol), potassium trimethylsilanolate (3.2 g, 25 mmol), and dry ether (150 mL). Potassium perfluoropropionate (4.7 g, 93% yield) was isolated as a white solid: 19F NMR (D2O) δ -79.5 (m, CF3, 3F), -117.5 (m, CF2, 2F). Anal. Calcd. for C3F5KO2 : C, 17.83; F, 47.00; K, 19.35. Found: C, 17.52; F, 46.83; K, 19.24. Starting materials: ClC=1C=C(CCl)C=CC1 (3-Chlorobenzyl chloride), SC1=CC=NC=C1 (4-mercaptopyridine). The solvent is C(C)O (ethanol). Product: ClC=1C=C(CSC2=CC=NC=C2)C=CC1 (4-((3-Chloro)benzylthio)pyridine). Isolated yield 55.2%. Reaction SMILES: [Cl:1][C:2]1[CH:3]=[C:4]([CH:7]=[CH:8][CH:9]=1)[CH2:5]Cl.[SH:10][C:11]1[CH:16]=[CH:15][N:14]=[CH:13][CH:12]=1>C(O)C>[Cl:1][C:2]1[CH:3]=[C:4]([CH:7]=[CH:8][CH:9]=1)[CH2:5][S:10][C:11]1[CH:16]=[CH:15][N:14]=[CH:13][CH:12]=1. Procedure details: 3-Chlorobenzyl chloride (1.61 g) and 4-mercaptopyridine (1.11 g) in ethanol (10 ml) were heated at reflux for 4 hours and cooled. Crystals which precipitated were removed by filtration and dried to give the title compound as the hydrochloride (1.3 g) mp 222°-4° C. (Found: C, 52.6; H, 4.3; N, 5.1. C12H10ClNS requires C, 52.95; H, 4.1; N, 5.1%). Reactants: {2-[2-(2-benzyloxy-5-oxo-tetrahydro-furan-3-ylcarbmoyl)-pyrrolidin-1-yl]-1-methyl-2-oxo-ethyl}-carbamic acid tert-butyl ester, NC1=C(C=C(C(=O)O)C=C1)C(F)(F)F (4-amino-3-trifluoromethyl-benzoic acid), O=C1CC(C(O1)OCCC1=CC=CC=C1)NC(=O)C1N(CCC1)C(C(C)NC(C1=CC(=C(C=C1)N)Cl)=O)=O (1-[2-(4-Amino-3-chloro-benzoylamino)-propionyl]-pyrrolidine-2-carboxylic Acid (5-oxo-2-Phenethyloxy-tetrahydro-furan-3-yl)-amide). The product is C(C1=CC=CC=C1)OC1OC(CC1NC(=O)C1N(CCC1)C(C(C)NC(C1=CC(=C(C=C1)N)C(F)(F)F)=O)=O)=O (1-[2-(4-Amino-3-trifluoromethyl-benzoylamino)-propionyl]-pyrrolidine-2-carboxylic Acid (2-Benzyloxy-5-oxo-tetrahydro-furan-3-yl)-amide). Isolated yield 48.0%. As a reaction SMILES: [NH2:1][C:2]1[CH:10]=[CH:9][C:5]([C:6]([OH:8])=O)=[CH:4][C:3]=1[C:11]([F:14])([F:13])[F:12].[O:15]=[C:16]1[O:20][CH:19]([O:21][CH2:22][CH2:23][C:24]2C=[CH:28][CH:27]=[CH:26][CH:25]=2)[CH:18]([NH:30][C:31]([CH:33]2[CH2:37][CH2:36][CH2:35][N:34]2[C:38](=[O:52])[CH:39]([NH:41]C(=O)C2C=CC(N)=C(Cl)C=2)[CH3:40])=[O:32])[CH2:17]1>>[CH2:22]([O:21][CH:19]1[CH:18]([NH:30][C:31]([CH:33]2[CH2:37][CH2:36][CH2:35][N:34]2[C:38](=[O:52])[CH:39]([NH:41][C:6](=[O:8])[C:5]2[CH:9]=[CH:10][C:2]([NH2:1])=[C:3]([C:11]([F:14])([F:13])[F:12])[CH:4]=2)[CH3:40])=[O:32])[CH2:17][C:16](=[O:15])[O:20]1)[C:23]1[CH:24]=[CH:25][CH:26]=[CH:27][CH:28]=1. Reported procedure: Prepared from {2-[2-(2-benzyloxy-5-oxo-tetrahydro-furan-3-ylcarbmoyl)-pyrrolidin-1-yl]-1-methyl-2-oxo-ethyl}-carbamic acid tert-butyl ester and 4-amino-3-trifluoromethyl-benzoic acid according to the procedure used to prepare 98a to afford 56 mg of title compound (48% yield). 1H-NMR (500 MHz, 1:1 CDCl3:CD3OD) δ 1.20-1.55 (m, 3H), 1.75-2.50 (m, 4H), 2.50-3.10 (m, 2H), 3.50-4.00 (m, 2H), 4.30-5.00 (m, 5H), 5.42 (s, 0.4H), 5.51 (s, 0.2H), 5.62 (d, 0.3H), 5.78 (d, 0.1H), 6.84 (d, 1H), 7.20-8.15 (m, ... Product: BrC1=NC=C(C=C1F)Br (2,5-dibromo-3-fluoropyridine). Run at temperature -10 celsius. Reported procedure: 37.00 g (146.87 mmol) of 3-amino-2,5-dibromopyridine are diazotized in 50 ml of aqueous HBF4 (35% strength) at -10° C. using 11.10 g (160.87 mmol) of sodium nitrite in 20 ml of water. After the reaction mixture has been stirred for a further half an hour at -10° C., it is heated at 50° C. for 30 minutes, poured into ice water, neutralized using sodium hydrogencarbonate and extracted three times with dichloromethane. The organic phase is washed twice with water, dried over sodium sulfate, filtere... The solvent is O (water). Starting materials: NC=1C(=NC=C(C1)Br)Br (3-amino-2,5-dibromopyridine), C(O)([O-])=O.[Na+] (sodium hydrogencarbonate), [H+].[B-](F)(F)(F)F (HBF4), N(=O)[O-].[Na+] (sodium nitrite), ice water. Reaction SMILES: N[C:2]1[C:3]([Br:9])=[N:4][CH:5]=[C:6]([Br:8])[CH:7]=1.N([O-])=O.[Na+].C(=O)([O-])O.[Na+].[H+].[B-](F)(F)(F)[F:21]>O>[Br:9][C:3]1[C:2]([F:21])=[CH:7][C:6]([Br:8])=[CH:5][N:4]=1 |f:1.2,3.4,5.6|. Starting materials: C1CCOC1, CN1CCN(c2ccc(N)cc2)CC1, Cc1cc(C(=O)Nc2cccc(C(=O)c3ccc4c(c3)NC(=O)C4=CO)c2)n(C)n1. Yields the product Cc1cc(C(=O)Nc2cccc(C(=O)c3ccc4c(c3)NC(=O)C4=CNc3ccc(N4CCN(C)CC4)cc3)c2)n(C)n1. As a reaction SMILES: [CH2:45]1[O:46][CH2:47][CH2:48][CH2:49]1.[CH3:31][N:32]1[CH2:33][CH2:34][N:35]([c:38]2[cH:39][cH:40][c:41]([NH2:44])[cH:42][cH:43]2)[CH2:36][CH2:37]1.[OH:1][CH:2]=[C:3]1[C:4](=[O:30])[NH:5][c:6]2[cH:7][c:8]([C:12](=[O:13])[c:14]3[cH:15][c:16]([NH:20][C:21](=[O:22])[c:23]4[n:24]([CH3:29])[n:25][c:26]([CH3:28])[cH:27]4)[cH:17][cH:18][cH:19]3)[cH:9][cH:10][c:11]21>>[CH:2](=[C:3]1[C:4](=[O:30])[NH:5][c:6]2[cH:7][c:8]([C:12](=[O:13])[c:14]3[cH:15][c:16]([NH:20][C:21](=[O:22])[c:23]4[n:24]([CH3:29])[n:25][c:26]([CH3:28])[cH:27]4)[cH:17][cH:18][cH:19]3)[cH:9][cH:10][c:11]21)[NH:44][c:41]1[cH:40][cH:39][c:38]([N:35]2[CH2:34][CH2:33][N:32]([CH3:31])[CH2:37][CH2:36]2)[cH:43][cH:42]1. Reactants: N (NH3), BrC=1N(C=C(N1)[N+](=O)[O-])CC(CO[Si](C)(C)C(C)(C)C)CO[Si](C)(C)C(C)(C)C (2-bromo-1-[3-{[tert-butyl(dimethyl)silyl]oxy}-2-({[tert-butyl(dimethyl)silyl]oxy}methyl)propyl]-4-nitro-1H-imidazole), Cl (HCl), C(=O)=O.CC(=O)C (CO2 acetone). Solvent: CO (MeOH), CCO (EtOH). Run at time 4 hour. Product: BrC=1N(C=C(N1)[N+](=O)[O-])CC(CO)CO (2-[(2-bromo-4-nitro-1H-imidazol-1-yl)methyl]-1,3-propanediol). Isolated yield 85.0%. As a reaction SMILES: [Br:1][C:2]1[N:3]([CH2:10][CH:11]([CH2:21][O:22][Si](C(C)(C)C)(C)C)[CH2:12][O:13][Si](C(C)(C)C)(C)C)[CH:4]=[C:5]([N+:7]([O-:9])=[O:8])[N:6]=1.Cl.C(=O)=O.CC(C)=O.N>CCO.CO>[Br:1][C:2]1[N:3]([CH2:10][CH:11]([CH2:21][OH:22])[CH2:12][OH:13])[CH:4]=[C:5]([N+:7]([O-:9])=[O:8])[N:6]=1 |f:2.3|. Reported procedure: A suspension of silyl ether 178 (7.35 g, 14.5 mmol) in a solution of 1% HCl in 95% EtOH (desilylation conditions described by Cunico et al., 1980) (150 mL) was stirred at room temperature for 4 h, and then kept at 4° C. for 12 h. The resulting solution was cooled (CO2/acetone), neutralised by dropwise addition of 7M NH3 in MeOH (9.8 mL) with stirring, and then concentrated to dryness and the residue was chromatographed on silica gel. Elution with 33-75% EtOAc/petroleum ether firstly gave forerun... RXN SMILES: [CH3:1][N:2]1[C:10]2[C:5](=[CH:6][CH:7]=[CH:8][CH:9]=2)[CH:4]=[CH:3]1.C([Li])(CC)C.[B:16](OC)([O:19]C)[O:17]C>C1COCC1>[CH3:1][N:2]1[C:10]2[C:5](=[CH:6][CH:7]=[CH:8][CH:9]=2)[CH:4]=[C:3]1[B:16]([OH:19])[OH:17]. Product: CN1C(=CC2=CC=CC=C12)B(O)O (1-methylindol-2-boronic acid). Procedure: 1-Methylindole (0.38 mL, 3 mmol) was dissolved in THF (10 mL), and the solution was cooled to -78° C. To this solution was added sec-butyllithium (1.9 mL, 2.5 mmol), and the reaction mixture was stirred for 20 minutes. Trimethyl borate (0.34 mnL, 3 mmol) was added at -78° C., and the mixture was stirred and allowed to warm to room temperature. The reaction was quenched with water, and the solvents were removed under vacuum. The residue was taken directly to the next step. Run in C1CCOC1 (THF). Conditions: temperature -78 celsius, time 20 minute. Reactants: C(C)(CC)[Li] (sec-butyllithium), CN1C=CC2=CC=CC=C12 (1-Methylindole), B(OC)(OC)OC (Trimethyl borate). Reactants: C(C)(C)(C)OC(=O)N1CCC(CC1)C1=CNC2=CC=C(C=C12)Cl (4-(5-Chloro-1H-indol-3-yl)-piperidine-1-carboxylic acid tert-butyl ester), C(=O)(C(F)(F)F)O.C(Cl)Cl (TFA CH2Cl2). The product is ClC=1C=C2C(=CNC2=CC1)C1CCNCC1 (5-Chloro-3-piperidin-4-yl-1H-indole). Isolated yield 146.2%. Reaction SMILES: C(OC([N:8]1[CH2:13][CH2:12][CH:11]([C:14]2[C:22]3[C:17](=[CH:18][CH:19]=[C:20]([Cl:23])[CH:21]=3)[NH:16][CH:15]=2)[CH2:10][CH2:9]1)=O)(C)(C)C.C(O)(C(F)(F)F)=O.C(Cl)Cl>>[Cl:23][C:20]1[CH:21]=[C:22]2[C:17](=[CH:18][CH:19]=1)[NH:16][CH:15]=[C:14]2[CH:11]1[CH2:12][CH2:13][NH:8][CH2:9][CH2:10]1 |f:1.2|. Reported procedure: 4-(5-Chloro-1H-indol-3-yl)-piperidine-1-carboxylic acid tert-butyl ester (3.4 g, 10.2 mmol) was set stirring in 1:1 TFA/CH2Cl2. After 45 min the mixture was evaporated and the golden oil brought up in Et2O. A solid formed and was filtered, washed with Et2O and air dried to give 3.5 g (97%) of a white solid as a TFA salt. MS (electrospray): exact mass calculated for C12H15ClN2, 234.09; m/z found, 235.1 [M++H].